Dataset: the Open Reaction Database (ORD), a public repository of structured organic reaction records. Task: describe an organic reaction: reactants, conditions, products, and yield Reactants: Cl.N1(CCNCCC1)C=1C=C(C=CC1OC)NS(=O)(=O)C1=CC(=CC=C1)OC(F)F (N-(3-[1,4]Diazepan-1-yl-4-methoxy-phenyl)-3-difluoromethoxy-benzenesulfonamide hydrochloride), C=O (formaldehyde). Run in C(C)#N (acetonitrile), [BH4-].[Na+] (sodium borohydride). The product is Cl.FC(OC=1C=C(C=CC1)S(=O)(=O)NC1=CC(=C(C=C1)OC)N1CCN(CCC1)C)F (3-Difluoromethoxy-N-[4-methoxy-3-(4-methyl-[1,4]diazepan-1-yl)-phenyl]-benzenesulfonamide hydrochloride). Reaction SMILES: [ClH:1].[N:2]1([C:9]2[CH:10]=[C:11]([NH:17][S:18]([C:21]3[CH:26]=[CH:25][CH:24]=[C:23]([O:27][CH:28]([F:30])[F:29])[CH:22]=3)(=[O:20])=[O:19])[CH:12]=[CH:13][C:14]=2[O:15][CH3:16])[CH2:8][CH2:7][CH2:6][NH:5][CH2:4][CH2:3]1.[CH2:31]=O>[BH4-].[Na+].C(#N)C>[ClH:1].[F:29][CH:28]([F:30])[O:27][C:23]1[CH:22]=[C:21]([S:18]([NH:17][C:11]2[CH:12]=[CH:13][C:14]([O:15][CH3:16])=[C:9]([N:2]3[CH2:8][CH2:7][CH2:6][N:5]([CH3:31])[CH2:4][CH2:3]3)[CH:10]=2)(=[O:20])=[O:19])[CH:26]=[CH:25][CH:24]=1 |f:0.1,3.4,6.7|. Reported procedure: The title compound was prepared from the title compound of Example 1 under reductive amination conditions employing an aqueous solution of formaldehyde and sodium borohydride in acetonitrile as solvent. The reactants are C=O (paraformaldehyde), C12=CC=C(CC1)C2 (norbornadiene), C(=O)O (formic acid). The solvent is OS(=O)(=O)O (H2SO4). Product: C(=O)O.C(=O)O.OCC1C2C3C2C(C1C3)O (3-hydroxymethyl tricyclo [2.2.1.02,6- ]heptan-5-ol bisformate). Isolated yield 84.0%. As a reaction SMILES: [CH2:1]=[O:2].[C:3]12[CH2:9][C:6]([CH2:7][CH2:8]1)=[CH:5][CH:4]=2.[CH:10]([OH:12])=[O:11]>OS(O)(=O)=O>[CH:10]([OH:12])=[O:11].[CH:10]([OH:12])=[O:11].[OH:2][CH2:1][CH:9]1[CH:6]2[CH2:5][CH:4]3[CH:8]([CH:7]2[OH:11])[CH:3]13 |f:4.5.6|. Procedure details: To a stirred solution of 39.9 g paraformaldehyde in formic acid (800 ml) and conc. H2SO4 (15 ml) under nitrogen and at 20° C. was added dropwise 132 g norbornadiene while keeping the temperature between 20°-25° C. After 1.5 hr the reaction was quenched by adding to 800 ml of ice-water. Extraction with ether (3×750 ml), washing the organic layer with water (1×250 ml), brine (3×250 ml) and drying (Na2SO4) afforded the crude 3-hydroxymethyl tricyclo [2.2.1.02,6- ]heptan-5-ol bisformate (1') as an o... Reactants: CNOC, O=C(Cl)c1cc(Cl)sc1Cl, ClCCl, Cl, c1ccncc1. Product: CON(C)C(=O)c1cc(Cl)sc1Cl. As a reaction SMILES: [CH3:18][NH:19][O:20][CH3:21].[Cl:1][c:2]1[s:3][c:4]([Cl:10])[cH:5][c:6]1[C:7](=[O:8])[Cl:9].[Cl:22][CH2:23][Cl:24].[ClH:17].[cH:11]1[cH:12][cH:13][n:14][cH:15][cH:16]1>>[Cl:1][c:2]1[s:3][c:4]([Cl:10])[cH:5][c:6]1[C:7](=[O:8])[N:19]([CH3:18])[O:20][CH3:21].